From a dataset of the Open Reaction Database (ORD), a public repository of structured organic reaction records. describe an organic reaction: reactants, conditions, products, and yield Reactants: C(N)(=O)C=1C=C(OCCN(CC(O)C2=CC(=CC(=C2)OCC2=CC=CC=C2)OCC2=CC=CC=C2)CC2=CC=CC=C2)C=CC1O (N-[2-(3-carbamoyl-4-hydroxyphenoxy)-ethyl]-N-[2-(3,5-dibenzyloxyphenyl)-2-hydroxy-ethyl]-benzylamine), [H][H] (hydrogen). The reagents and catalysts are [Pd] (palladium-on-charcoal). Run in CO (methanol). Yields the product C(N)(=O)C=1C=C(OCCNCC(C2=CC(=CC(=C2)O)O)O)C=CC1O (α-[N-[2-(3-carbamoyl-4-hydroxyphenoxy)-ethyl]aminomethyl]-3,5-dihydroxy-benzyl alcohol). RXN SMILES: [C:1]([C:4]1[CH:5]=[C:6]([CH:43]=[CH:44][C:45]=1[OH:46])[O:7][CH2:8][CH2:9][N:10](CC1C=CC=CC=1)[CH2:11][CH:12]([C:14]1[CH:19]=[C:18]([O:20]CC2C=CC=CC=2)[CH:17]=[C:16]([O:28]CC2C=CC=CC=2)[CH:15]=1)[OH:13])(=[O:3])[NH2:2].[H][H]>CO.[Pd]>[C:1]([C:4]1[CH:5]=[C:6]([CH:43]=[CH:44][C:45]=1[OH:46])[O:7][CH2:8][CH2:9][NH:10][CH2:11][CH:12]([OH:13])[C:14]1[CH:19]=[C:18]([OH:20])[CH:17]=[C:16]([OH:28])[CH:15]=1)(=[O:3])[NH2:2]. Reported procedure: A solution of 31 g of crude N-[2-(3-carbamoyl-4-hydroxyphenoxy)-ethyl]-N-[2-(3,5-dibenzyloxyphenyl)-2-hydroxy-ethyl]-benzylamine in 300 ml of methanol is hydrogenated under normal conditions over 6 g of palladium-on-charcoal catalyst (5%) until 3 mol equivalents of hydrogen have been taken up. The catalyst is filtered off, the filtrate is evaporated and the residue is dissolved in 200 ml of isopropanol. Filtering through silica gel and evaporating the filtrate yields α-[N-[2-(3-carbamoyl-4-hydro... Starting materials: ClC1=NC=CC(=N1)C1=CC=C(S1)C=O (5-(2-Chloro-pyrimidin-4-yl)-thiophene-2-carbaldehyde), NC1=CC=CC=C1 (aniline). Run in CC(=O)O (HOAc), CC(=O)N(C)C (DMA). Reaction conditions: time 18 hour. The product is ClC1=NC=CC(=N1)C1=CC=C(S1)CNC1=CC=CC=C1 ([5-(2-Chloro-pyrimidin-4-yl)-thiophen-2-ylmethyl]-phenyl-amine). Isolated yield 59.4%. Reaction SMILES: [Cl:1][C:2]1[N:7]=[C:6]([C:8]2[S:12][C:11]([CH:13]=O)=[CH:10][CH:9]=2)[CH:5]=[CH:4][N:3]=1.[NH2:15][C:16]1[CH:21]=[CH:20][CH:19]=[CH:18][CH:17]=1>CC(O)=O.CC(N(C)C)=O>[Cl:1][C:2]1[N:7]=[C:6]([C:8]2[S:12][C:11]([CH2:13][NH:15][C:16]3[CH:21]=[CH:20][CH:19]=[CH:18][CH:17]=3)=[CH:10][CH:9]=2)[CH:5]=[CH:4][N:3]=1. Procedure details: [5-(2-Chloro-pyrimidin-4-yl)-thiophene-2-carbaldehyde (100 mg, 0.446 mmol) was dissolved in 25% HOAc in DMA (4 mL) and was treated with aniline (61 uL, 0.669 mmol) for 2 h. MP-CNBH3 resin was added the reaction was shaken for 18 h. The reaction was filtered and rinsed with DMA and the solution was concentrated in vacuo. The crude material was purified by SiO2 chromatography using a gradient 0-100% hexanes/EtOAc to afford title compound (80 mg, 59%). The reactants are CO, [Na+], [OH-], COC(=O)c1ccc(C=CCn2ccnc2)cc1-c1ccc(F)cc1F. Product: O=C(O)c1ccc(C=CCn2ccnc2)cc1-c1ccc(F)cc1F. As a reaction SMILES: [CH3:29][OH:30].[Na+:28].[OH-:27].[n:1]1([CH2:6][CH:7]=[CH:8][c:9]2[cH:10][c:11](-[c:19]3[c:20]([F:26])[cH:21][c:22]([F:25])[cH:23][cH:24]3)[c:12]([C:13](=[O:14])[O:15][CH3:16])[cH:17][cH:18]2)[cH:2][n:3][cH:4][cH:5]1>>[n:1]1([CH2:6][CH:7]=[CH:8][c:9]2[cH:10][c:11](-[c:19]3[c:20]([F:26])[cH:21][c:22]([F:25])[cH:23][cH:24]3)[c:12]([C:13](=[O:14])[OH:15])[cH:17][cH:18]2)[cH:2][n:3][cH:4][cH:5]1. The reactants are ClCCl (dichloromethane), N,N′-carbonyldiimidazole, COC=1C=CC(=C(C1)CC(=O)O)[N+](=O)[O-] (5-methoxy-2-nitrobenzene-acetic acid), C1(=CC=CC=C1)CN1CCC(CC1)N (1-(phenylmethyl)-4-piperidineamine), N (ammonia). Solvent: C1CCCCC1.CO (cyclohexane methanol), O1CCCC1 (tetrahydrofuran). Conditions: temperature 40 celsius, time 40 minute. The product is COC=1C=CC(=C(C1)CC(=O)NC1CCN(CC1)CC1=CC=CC=C1)[N+](=O)[O-] (5-methoxy-2-nitro-N-[1-(phenylmethyl)-4-piperidinyl]-benzene-acetamide). As a reaction SMILES: [CH3:1][O:2][C:3]1[CH:4]=[CH:5][C:6]([N+:13]([O-:15])=[O:14])=[C:7]([CH2:9][C:10]([OH:12])=O)[CH:8]=1.[C:16]1([CH2:22][N:23]2[CH2:28][CH2:27][CH:26]([NH2:29])[CH2:25][CH2:24]2)[CH:21]=[CH:20][CH:19]=[CH:18][CH:17]=1.ClCCl.N>O1CCCC1.C1CCCCC1.CO>[CH3:1][O:2][C:3]1[CH:4]=[CH:5][C:6]([N+:13]([O-:15])=[O:14])=[C:7]([CH2:9][C:10]([NH:29][CH:26]2[CH2:27][CH2:28][N:23]([CH2:22][C:16]3[CH:21]=[CH:20][CH:19]=[CH:18][CH:17]=3)[CH2:24][CH2:25]2)=[O:12])[CH:8]=1 |f:5.6|. Procedure details: 9.24 g (56.98 mmol) of N,N′-carbonyldiimidazole were added to a solution of 12.0 g (56.8 mmol) of 5-methoxy-2-nitrobenzene-acetic acid in 100 ml of tetrahydrofuran and the mixture was stirred for 40 minutes at a reaction temperature of 40° C. After the addition of 11.6 g (56.88 mmol) of 1-(phenylmethyl)-4-piperidineamine the mixture was heated to 40° C. for another hour. The reaction mixture was concentrated by evaporation in vacuo, the solid residue was digested with 50 ml of water and tert.but... Starting materials: C(C)(=O)[O-].[K+] (potassium acetate), hydrogenated platinum dioxide, ClCC[C@@H](CCC[C@@H](CCCC(C)C)C)C ((3R,7R)-1-chloro-3,7,11-trimethyldodecane), 4-N, [OH-].[K+] (caustic potash). Run in CN(C=O)C (dimethylformamide), C(Cl)(Cl)Cl (CHCl3). Yields the product CC(CCO)CCCC(CCCC(C)C)C (3,7,11-trimethyl-1-dodecanol). The yield is 94.0%. Reaction SMILES: Cl[CH2:2][CH2:3][C@H:4]([CH3:16])[CH2:5][CH2:6][CH2:7][C@H:8]([CH3:15])[CH2:9][CH2:10][CH2:11][CH:12]([CH3:14])[CH3:13].C([O-])(=[O:19])C.[K+].[OH-].[K+]>C(Cl)(Cl)Cl.CN(C)C=O>[CH3:16][CH:4]([CH2:5][CH2:6][CH2:7][CH:8]([CH3:15])[CH2:9][CH2:10][CH2:11][CH:12]([CH3:14])[CH3:13])[CH2:3][CH2:2][OH:19] |f:1.2,3.4|. Procedure details: For the verification of the optical purity the compound obtained is hydrogenated on pre-hydrogenated platinum dioxide to (3R,7R)-1-chloro-3,7,11-trimethyldodecane; boiling point at 0.07 mm; 90°; = -1.2° (4.08% in CHCl3), which is converted by heating with dry potassium acetate in dimethylformamide (4 hours at 170°). This ester is purified by adsorption on silicagel (elution agent: n-hexane/ether 4+1), then further reacted to (3R,7R)-3,7,11-trimethyl-1-dodecanol by stirring with 4-N aqurous caust... The reactants are O=C(Cl)c1ccccc1F, Nc1ccc[nH]c1=O, c1ccncc1. Yields the product O=C(Nc1ccc[nH]c1=O)c1ccccc1F. Reaction SMILES: [F:9][c:10]1[c:11]([C:12](=[O:13])[Cl:14])[cH:15][cH:16][cH:17][cH:18]1.[NH2:1][c:2]1[c:3](=[O:8])[nH:4][cH:5][cH:6][cH:7]1.[cH:19]1[cH:20][cH:21][n:22][cH:23][cH:24]1>>[NH:1]([c:2]1[c:3](=[O:8])[nH:4][cH:5][cH:6][cH:7]1)[C:12]([c:11]1[c:10]([F:9])[cH:18][cH:17][cH:16][cH:15]1)=[O:13]. The reactants are cyano, NC=1C(=NC=CC1)C#N (3-aminopyridine-2-carbonitrile), CO (MeOH), O (Water). Conditions: temperature -78 celsius, time 8 hour. The product is NC=1C(=NC=CC1)C(=O)OC (methyl 3-aminopyridine-2-carboxylate). As a reaction SMILES: [NH2:1][C:2]1[C:3]([C:8]#N)=[N:4][CH:5]=[CH:6][CH:7]=1.[OH2:10].[CH3:11][OH:12]>>[NH2:1][C:2]1[C:3]([C:8]([O:12][CH3:11])=[O:10])=[N:4][CH:5]=[CH:6][CH:7]=1. Reported procedure: A solution of 3-aminopyridine-2-carbonitrile (9.7 g, 81.8 mmol) in MeOH (100 mL) was placed in a round bottom pressure vessel. The solution was cooled to −78° C. and HCl gas was bubbled through the solution until the volume of the solution had noticeably increased. The flask was sealed and the reaction warmed to room temperature and stirred overnight. At this time, LCMS (sampled after re-cooling the reaction to −78° C.) showed only a small amount of starting cyano compound remaining. Water (14 m... Starting materials: N#CC1CC(F)CN1C(=O)CN(C(=O)OCc1ccccc1)C12CCC(C(=O)On3nnc4ccccc43)(CC1)CC2, CN1CCNCC1. Product: CN1CCN(C(=O)C23CCC(N(CC(=O)N4CC(F)CC4C#N)C(=O)OCc4ccccc4)(CC2)CC3)CC1. As a reaction SMILES: [CH2:1]([c:2]1[cH:3][cH:4][cH:5][cH:6][cH:7]1)[O:8][C:9](=[O:10])[N:11]([C:12]12[CH2:13][CH2:14][C:15]([C:20](=[O:21])[O:22][n:23]3[c:24]4[cH:25][cH:26][cH:27][cH:28][c:29]4[n:30][n:31]3)([CH2:16][CH2:17]1)[CH2:18][CH2:19]2)[CH2:32][C:33](=[O:34])[N:35]1[CH:36]([C:41]#[N:42])[CH2:37][CH:38]([F:40])[CH2:39]1.[CH3:43][N:44]1[CH2:45][CH2:46][NH:47][CH2:48][CH2:49]1>>[CH2:1]([c:2]1[cH:3][cH:4][cH:5][cH:6][cH:7]1)[O:8][C:9](=[O:10])[N:11]([C:12]12[CH2:13][CH2:14][C:15]([C:20](=[O:21])[N:47]3[CH2:46][CH2:45][N:44]([CH3:43])[CH2:49][CH2:48]3)([CH2:16][CH2:17]1)[CH2:18][CH2:19]2)[CH2:32][C:33](=[O:34])[N:35]1[CH:36]([C:41]#[N:42])[CH2:37][CH:38]([F:40])[CH2:39]1. Starting materials: C(C)OC(=O)C=1C=NC2=C(C=CC=C2C1NC1CCCC1)OC (4-cyclopentylamino-8-methoxy-quinoline-3-carboxylic acid ethyl ester), C(C1=CC=CC=C1)N=C=O (benzyl isocyanate). Product: C(C1=CC=CC=C1)N1C(N(C2=C(C=NC=3C(=CC=CC23)OC)C1=O)C1CCCC1)=O (3-Benzyl-1-cyclopentyl-7-methoxy-1H-pyrimido[5,4-c]quinoline-2,4-dione). Isolated yield 69.7%. Reaction SMILES: C(O[C:4]([C:6]1[CH:7]=[N:8][C:9]2[C:14]([C:15]=1[NH:16][CH:17]1[CH2:21][CH2:20][CH2:19][CH2:18]1)=[CH:13][CH:12]=[CH:11][C:10]=2[O:22][CH3:23])=[O:5])C.[CH2:24]([N:31]=[C:32]=[O:33])[C:25]1[CH:30]=[CH:29][CH:28]=[CH:27][CH:26]=1>>[CH2:24]([N:31]1[C:4](=[O:5])[C:6]2[CH:7]=[N:8][C:9]3[C:10]([O:22][CH3:23])=[CH:11][CH:12]=[CH:13][C:14]=3[C:15]=2[N:16]([CH:17]2[CH2:21][CH2:20][CH2:19][CH2:18]2)[C:32]1=[O:33])[C:25]1[CH:30]=[CH:29][CH:28]=[CH:27][CH:26]=1. Procedure details: 3-Benzyl-1-cyclopentyl-7-methoxy-1H-pyrimido[5,4-c]quinoline-2,4-dione (28 mg) was prepared from 4-cyclopentylamino-8-methoxy-quinoline-3-carboxylic acid ethyl ester (0.10 mmol) and benzyl isocyanate (0.4 mmol) following general procedure C. LCMS: m/z 402 [M+1]+. Starting materials: ClC1=NC(=CC(=C1)C(=O)OC)OC (methyl (2-chloro-6-methoxypyridin-4-yl)carboxylate), [Li+].[BH4-] (LiBH4). Solvent: C1CCOC1 (THF). Product: ClC1=NC(=CC(=C1)CO)OC ((2-Chloro-6-methoxypyridin-4-yl)methanol). Reaction SMILES: [Cl:1][C:2]1[CH:7]=[C:6]([C:8](OC)=[O:9])[CH:5]=[C:4]([O:12][CH3:13])[N:3]=1.[Li+].[BH4-]>C1COCC1>[Cl:1][C:2]1[CH:7]=[C:6]([CH2:8][OH:9])[CH:5]=[C:4]([O:12][CH3:13])[N:3]=1 |f:1.2|. Reported procedure: To a solution of methyl (2-chloro-6-methoxypyridin-4-yl)carboxylate (15-1, 2.0 g, 9.92 mmole) in dry THF (40 mL) was added LiBH4 (7.4 mL, 2 M in THF, 14.88 mmole) then the mixture was heated to reflux. After 18 hr the mixture was cooled to RT and quenched by slow addition of H2O. The layers were separated and the aqueous layer extracted with EtOAc (2×). The combined organic layers were dried (MgSO4), filtered, and concentrated to give the titled compound a white solid which was sufficiently pure...